From a dataset of the Open Reaction Database (ORD), a public repository of structured organic reaction records. describe an organic reaction: reactants, conditions, products, and yield Starting materials: [NH4+].[Cl-] (NH4Cl), CC1=C(C(=C(C=2C3(C(=NC12)C1=CC=CC=C1C3)C)C)OC)C (9b,10-dihydro-6,7,9,9b-tetramethyl-8-methoxyindeno[1,2-b]indole), C[Li] (methyl lithium). The solvent is CCOCC (ether), C1CCOC1 (THF), CCOCC (ether). Run at temperature -78 celsius, time 1 hour. Yields the product C[C@]12NC=3C(=C(C(=C(C3[C@]1(CC1=CC=CC=C12)C)C)OC)C)C (cis-4b,5,9b,10-tetrahydro-4b,6,7,9,9b-pentamethyl-8-methoxyindeno[1,2-b]indole). As a reaction SMILES: [CH3:1][C:2]1[C:10]2[N:9]=[C:8]3[C:11]4[C:16]([CH2:17][C:7]3([CH3:18])[C:6]=2[C:5]([CH3:19])=[C:4]([O:20][CH3:21])[C:3]=1[CH3:22])=[CH:15][CH:14]=[CH:13][CH:12]=4.[CH3:23][Li].[NH4+].[Cl-]>C1COCC1.CCOCC>[CH3:23][C@@:8]12[C:11]3[C:16](=[CH:15][CH:14]=[CH:13][CH:12]=3)[CH2:17][C@:7]1([CH3:18])[C:6]1[C:5]([CH3:19])=[C:4]([O:20][CH3:21])[C:3]([CH3:22])=[C:2]([CH3:1])[C:10]=1[NH:9]2 |f:2.3|. Reported procedure: To a cold (-80° C.) solution of 1.1 g (0.0038 mol) of 9b,10-dihydro-6,7,9,9b-tetramethyl-8-methoxyindeno[1,2-b]indole in 20 ml of dry THF was added 4 ml of 1.6M methyl lithium in ether under argon. The mixture was stirred at -78° C. for 1 hour and then at -20° C. for 1 hour. After attaining 0° C. aqueous NH4Cl and ether was added. The phases were separated, and the organic phase was washed once with water, dried (MgSO4) and evaporated. The resulting crude product was purified by chromatography o... The reactants are CCOC(=O)N1CCN=C(OC)C(N2C(=O)c3ccccc3C2=O)C1, CO, [Cl-], [NH4+]. The product is CCOC(=O)N1CCN=C(N)C(N2C(=O)c3ccccc3C2=O)C1, Cl. RXN SMILES: [CH2:1]([CH3:2])[O:3][C:4](=[O:5])[N:6]1[CH2:7][CH2:8][N:9]=[C:10]([O:24][CH3:25])[CH:11]([N:13]2[C:14](=[O:23])[c:15]3[cH:16][cH:17][cH:18][cH:19][c:20]3[C:21]2=[O:22])[CH2:12]1.[CH3:28][OH:29].[Cl-:26].[NH4+:27]>>[CH2:1]([CH3:2])[O:3][C:4](=[O:5])[N:6]1[CH2:7][CH2:8][N:9]=[C:10]([NH2:27])[CH:11]([N:13]2[C:14](=[O:23])[c:15]3[cH:16][cH:17][cH:18][cH:19][c:20]3[C:21]2=[O:22])[CH2:12]1.[ClH:26]. The reactants are CCN(CC)CCN1CCCc2[nH]c(C=O)c(C)c2C1=O, O=C1Cc2cc(Cl)ccc2N1. Yields the product CCN(CC)CCN1CCCc2[nH]c(C=C3C(=O)Nc4ccc(Cl)cc43)c(C)c2C1=O. As a reaction SMILES: [CH2:1]([CH3:2])[N:3]([CH2:4][CH2:5][N:6]1[C:7](=[O:19])[c:8]2[c:9]([nH:13][c:14]([CH:17]=[O:18])[c:15]2[CH3:16])[CH2:10][CH2:11][CH2:12]1)[CH2:20][CH3:21].[Cl:22][c:23]1[cH:24][c:25]2[c:29]([cH:30][cH:31]1)[NH:28][C:27](=[O:32])[CH2:26]2>>[CH2:1]([CH3:2])[N:3]([CH2:4][CH2:5][N:6]1[C:7](=[O:19])[c:8]2[c:9]([nH:13][c:14]([CH:17]=[C:26]3[c:25]4[cH:24][c:23]([Cl:22])[cH:31][cH:30][c:29]4[NH:28][C:27]3=[O:32])[c:15]2[CH3:16])[CH2:10][CH2:11][CH2:12]1)[CH2:20][CH3:21]. Reactants: BrCc1ccccc1, Cc1csc2nc3ccccc3n12. Product: [Br-], Cc1csc2n(Cc3ccccc3)c3ccccc3[n+]12. As a reaction SMILES: [Br:14][CH2:15][c:16]1[cH:17][cH:18][cH:19][cH:20][cH:21]1.[CH3:1][c:2]1[cH:3][s:4][c:5]2[n:6][c:7]3[c:8]([n:9]12)[cH:10][cH:11][cH:12][cH:13]3>>[Br-:14].[CH3:1][c:2]1[cH:3][s:4][c:5]2[n:6]([CH2:15][c:16]3[cH:17][cH:18][cH:19][cH:20][cH:21]3)[c:7]3[c:8]([n+:9]12)[cH:10][cH:11][cH:12][cH:13]3. Starting materials: O=C([O-])[O-], O=C(CCCCCCCBr)NOCc1ccccc1, CCOc1cc2c(cc1OCC)CNCC2, Cl, [K+], [K+], CN(C)C=O. Yields the product CCOc1cc2c(cc1OCC)CN(CCCCCCCC(=O)NOCc1ccccc1)CC2. As a reaction SMILES: [C:37](=[O:38])([O-:39])[O-:40].[CH2:1]([c:2]1[cH:3][cH:4][cH:5][cH:6][cH:7]1)[O:8][NH:9][C:10]([CH2:11][CH2:12][CH2:13][CH2:14][CH2:15][CH2:16][CH2:17][Br:18])=[O:19].[CH2:21]([CH3:22])[O:23][c:24]1[cH:25][c:26]2[c:31]([cH:32][c:33]1[O:34][CH2:35][CH3:36])[CH2:30][NH:29][CH2:28][CH2:27]2.[ClH:20].[K+:41].[K+:42].[O:43]=[CH:44][N:45]([CH3:46])[CH3:47]>>[CH2:1]([c:2]1[cH:3][cH:4][cH:5][cH:6][cH:7]1)[O:8][NH:9][C:10]([CH2:11][CH2:12][CH2:13][CH2:14][CH2:15][CH2:16][CH2:17][N:29]1[CH2:28][CH2:27][c:26]2[cH:25][c:24]([O:23][CH2:21][CH3:22])[c:33]([O:34][CH2:35][CH3:36])[cH:32][c:31]2[CH2:30]1)=[O:19].